Dataset: the Open Reaction Database (ORD), a public repository of structured organic reaction records. Task: describe an organic reaction: reactants, conditions, products, and yield Starting materials: COC(=O)c1ccc(-c2nc3ccccc3n2C(C(=O)Nc2cccc(N)c2)C2CCCCC2)cc1, CC(=O)OC(C)=O, O=CO, ClCCl. The product is COC(=O)c1ccc(-c2nc3ccccc3n2C(C(=O)Nc2cccc(NC=O)c2)C2CCCCC2)cc1. As a reaction SMILES: [CH3:11][O:12][C:13]([c:14]1[cH:15][cH:16][c:17](-[c:20]2[n:21][c:22]3[c:23]([n:24]2[CH:25]([CH:26]2[CH2:27][CH2:28][CH2:29][CH2:30][CH2:31]2)[C:32]([NH:33][c:34]2[cH:35][c:36]([NH2:40])[cH:37][cH:38][cH:39]2)=[O:41])[cH:42][cH:43][cH:44][cH:45]3)[cH:18][cH:19]1)=[O:46].[CH3:1][C:2](=[O:3])[O:4][C:5](=[O:6])[CH3:7].[CH:8]([OH:9])=[O:10].[Cl:47][CH2:48][Cl:49]>>[CH:2](=[O:3])[NH:40][c:36]1[cH:35][c:34]([NH:33][C:32]([CH:25]([n:24]2[c:20](-[c:17]3[cH:16][cH:15][c:14]([C:13]([O:12][CH3:11])=[O:46])[cH:19][cH:18]3)[n:21][c:22]3[c:23]2[cH:42][cH:43][cH:44][cH:45]3)[CH:26]2[CH2:27][CH2:28][CH2:29][CH2:30][CH2:31]2)=[O:41])[cH:39][cH:38][cH:37]1. Starting materials: Cl.BrC=1C=C(CN)C=CC1 (3-Bromo-benzylamine HCl salt). The reagents and catalysts are [OH-].[Na+] (Sodium Hydroxide). Solvent: CC(C)O (IPA), C(Cl)Cl (CH2Cl2). Run at time 3 minute. Product: BrC=1C=C(CN)C=CC1 (3-Bromo-benzylamine). Reaction SMILES: Cl.[Br:2][C:3]1[CH:4]=[C:5]([CH:8]=[CH:9][CH:10]=1)[CH2:6][NH2:7]>CC(O)C.C(Cl)Cl.[OH-].[Na+]>[Br:2][C:3]1[CH:4]=[C:5]([CH:8]=[CH:9][CH:10]=1)[CH2:6][NH2:7] |f:0.1,4.5|. Procedure details: 3-Bromo-benzylamine HCl salt (0.75 g) was dissolved in 10 mL 15% IPA in CH2Cl2. 7 drops of 10N Sodium Hydroxide (NaOH) was added and stirred for 3 minutes. To the reaction mixture, 5 mL of dH2O was added and stirred for 5 minutes. The IPA/CH2Cl2 layer was extracted. The aqueous layer was rinsed with 10 mL 15% IPA in CH2Cl2. All organic layers were added together and concentrated under vacuum. MS (ESI+) for C7H8BrN m/z 186.3 (M+H)+ The reactants are CC#N, C1CC2CNCC1O2, CCN(C(C)C)C(C)C, Cl, CC(C)(C)OC(=O)C(CCC(N)=O)N1Cc2c(OCc3ccc(CCl)cc3)cccc2C1=O. Yields the product CC(C)(C)OC(=O)C(CCC(N)=O)N1Cc2c(OCc3ccc(CN4CC5CCC(C4)O5)cc3)cccc2C1=O. Reaction SMILES: [CH3:52][C:53]#[N:54].[CH:35]12[CH2:36][NH:37][CH2:38][CH:39]([CH2:40][CH2:41]1)[O:42]2.[CH:43]([N:44]([CH2:45][CH3:46])[CH:47]([CH3:48])[CH3:49])([CH3:50])[CH3:51].[ClH:34].[NH2:1][C:2]([CH2:3][CH2:4][CH:5]([C:6](=[O:7])[O:8][C:9]([CH3:10])([CH3:11])[CH3:12])[N:13]1[C:14](=[O:32])[c:15]2[cH:16][cH:17][cH:18][c:19]([O:22][CH2:23][c:24]3[cH:25][cH:26][c:27]([CH2:30][Cl:31])[cH:28][cH:29]3)[c:20]2[CH2:21]1)=[O:33]>>[NH2:1][C:2]([CH2:3][CH2:4][CH:5]([C:6](=[O:7])[O:8][C:9]([CH3:10])([CH3:11])[CH3:12])[N:13]1[C:14](=[O:32])[c:15]2[cH:16][cH:17][cH:18][c:19]([O:22][CH2:23][c:24]3[cH:25][cH:26][c:27]([CH2:30][N:37]4[CH2:36][CH:35]5[CH2:41][CH2:40][CH:39]([CH2:38]4)[O:42]5)[cH:28][cH:29]3)[c:20]2[CH2:21]1)=[O:33]. Starting materials: NC=1C(=NC(=CC1)Cl)I (3-Amino-6-chloro-2-iodopyridine), C1(=CC=CC=C1)C (toluene), O1C(=CC=C1)B(O)O (2-furanboronic acid), C([O-])([O-])=O.[Na+].[Na+] (sodium carbonate). Run in O (water), C1CCOC1 (THF). Reaction conditions: temperature 90 celsius, time 14 hour. Product: NC=1C(=NC(=CC1)Cl)C=1OC=CC1 (3-amino-6-chloro-2-(2-furanyl)pyridine). Yield: 0.1%. RXN SMILES: [NH2:1][C:2]1[C:3](I)=[N:4][C:5]([Cl:8])=[CH:6][CH:7]=1.[O:10]1[CH:14]=[CH:13][CH:12]=[C:11]1B(O)O.C(=O)([O-])[O-].[Na+].[Na+].C1(C)C=CC=CC=1>O.C1COCC1>[NH2:1][C:2]1[C:3]([C:11]2[O:10][CH:14]=[CH:13][CH:12]=2)=[N:4][C:5]([Cl:8])=[CH:6][CH:7]=1 |f:2.3.4|. Procedure: 3-Amino-6-chloro-2-iodopyridine (1.78 g), 2-furanboronic acid (1.17 g), and sodium carbonate (1.11 g) were suspended in a solvent mixture consistent of toluene (23 mL), THF (23 mL) and water (7 mL). The mixture was degassed using subsequent evaporation and flushing with nitrogen (5×) and tetrakis(triphenylphosphine)palladium(0) (808 mg) was added. The reaction mixture was stirred at 90° C. for 7 hours and 14 hours at room temperature. After addition of 2-furanboronic acid (783 mg), the mixture w...